This data is from the Open Reaction Database (ORD), a public repository of structured organic reaction records. The task is: describe an organic reaction: reactants, conditions, products, and yield Reactants: BrC=1C=CC(=C(C#N)C1)C(=O)N1CCN(CC1)C1=NC(=C(C=C1C)C)C (5-bromo-2-[4-(3,5,6-trimethylpyridin-2-yl)piperazine-1-carbonyl]benzonitrile), C(C)(=O)N1C(NCC1)=O (1-acetylimidazolidin-2-one). Yields the product C(C)(=O)N1C(N(CC1)C=1C=CC(=C(C#N)C1)C(=O)N1CCN(CC1)C1=NC(=C(C=C1C)C)C)=O (5-(3-acetyl-2-oxoimidazolidin-1-yl)-2-[4-(3,5,6-trimethylpyridin-2-yl)piperazine-1-carbonyl]benzonitrile). Isolated yield 82.5%. As a reaction SMILES: Br[C:2]1[CH:3]=[CH:4][C:5]([C:10]([N:12]2[CH2:17][CH2:16][N:15]([C:18]3[C:23]([CH3:24])=[CH:22][C:21]([CH3:25])=[C:20]([CH3:26])[N:19]=3)[CH2:14][CH2:13]2)=[O:11])=[C:6]([CH:9]=1)[C:7]#[N:8].[C:27]([N:30]1[CH2:34][CH2:33][NH:32][C:31]1=[O:35])(=[O:29])[CH3:28]>>[C:27]([N:30]1[CH2:34][CH2:33][N:32]([C:2]2[CH:3]=[CH:4][C:5]([C:10]([N:12]3[CH2:17][CH2:16][N:15]([C:18]4[C:23]([CH3:24])=[CH:22][C:21]([CH3:25])=[C:20]([CH3:26])[N:19]=4)[CH2:14][CH2:13]3)=[O:11])=[C:6]([CH:9]=2)[C:7]#[N:8])[C:31]1=[O:35])(=[O:29])[CH3:28]. Procedure details: Using 5-bromo-2-[4-(3,5,6-trimethylpyridin-2-yl)piperazine-1-carbonyl]benzonitrile (1.24 g) described in Preparation Example 172 and 1-acetylimidazolidin-2-one (461 mg) and by the reaction and treatment in the same manner as in Example 1, the title compound (1.14 g) was obtained. The reactants are CS(=O)(=O)O, Cl, O=Cc1ccc(-c2cc3ncnc(Nc4ccc5[nH]ccc5c4)c3s2)cc1, NCc1cccs1. Product: c1csc(CNCc2ccc(-c3cc4ncnc(Nc5ccc6[nH]ccc6c5)c4s3)cc2)c1. Reaction SMILES: [CH3:35][S:36]([OH:37])(=[O:38])=[O:39].[ClH:40].[nH:8]1[cH:9][cH:10][c:11]2[cH:12][c:13]([NH:17][c:18]3[c:19]4[c:20]([n:21][cH:22][n:23]3)[cH:24][c:25](-[c:27]3[cH:28][cH:29][c:30]([CH:31]=[O:32])[cH:33][cH:34]3)[s:26]4)[cH:14][cH:15][c:16]12.[s:1]1[c:2]([CH2:6][NH2:7])[cH:3][cH:4][cH:5]1>>[s:1]1[c:2]([CH2:6][NH:7][CH2:31][c:30]2[cH:29][cH:28][c:27](-[c:25]3[cH:24][c:20]4[c:19]([c:18]([NH:17][c:13]5[cH:12][c:11]6[cH:10][cH:9][nH:8][c:16]6[cH:15][cH:14]5)[n:23][cH:22][n:21]4)[s:26]3)[cH:34][cH:33]2)[cH:3][cH:4][cH:5]1. Reactants: CN1C(=NC=C1)C (1,2-dimethylimidazole), CI (methyl iodide). Solvent: CCOCC (ether). Product: [I-].C[NH+]1C(N(C=C1)C)C (1,2,3-trimethyl-1H-imidazolium iodide). As a reaction SMILES: [CH3:1][N:2]1[CH:6]=[CH:5][N:4]=[C:3]1[CH3:7].[CH3:8][I:9]>CCOCC>[I-:9].[CH3:1][NH+:2]1[CH:6]=[CH:5][N:4]([CH3:8])[CH:3]1[CH3:7] |f:3.4|. Procedure details: To 20 g of 1,2-dimethylimidazole dissolved in 100 ml of ether there is added 20 ml of methyl iodide. On standing the product precipitates and is filtered off. Two crystallizations from ethanol-ether furnish the pure product, melting point 315°-318° C.